Dataset: the Open Reaction Database (ORD), a public repository of structured organic reaction records. Task: describe an organic reaction: reactants, conditions, products, and yield Reactants: S(=O)(Cl)Cl (thionyl chloride), ClC1=CC2=C(C(C3=NC=CC=C3CS2)O)C=C1 (8-chloro-5,11-dihydro[1]benzothiepino[4,3-b]pyridin-11-ol), [OH-].[Na+] (NaOH). Run in C(Cl)Cl (CH2Cl2). Reaction conditions: time 3 hour. Yields the product ClC1=CC2=C(C(C3=NC=CC=C3CS2)Cl)C=C1 (8,11-DICHLORO-5,11-DIHYDRO[1]BENZOTHIEPINO[4,3-b]PYRIDINE). Isolated yield 84.9%. As a reaction SMILES: S(Cl)([Cl:3])=O.[Cl:5][C:6]1[CH:21]=[CH:20][C:9]2[CH:10](O)[C:11]3[C:16]([CH2:17][S:18][C:8]=2[CH:7]=1)=[CH:15][CH:14]=[CH:13][N:12]=3.[OH-].[Na+]>C(Cl)Cl>[Cl:5][C:6]1[CH:21]=[CH:20][C:9]2[CH:10]([Cl:3])[C:11]3[C:16]([CH2:17][S:18][C:8]=2[CH:7]=1)=[CH:15][CH:14]=[CH:13][N:12]=3 |f:2.3|. Procedure details: Add thionyl chloride (3.1 mL, 0.0425 mol) dropwise to a stirred suspension of 8-chloro-5,11-dihydro[1]benzothiepino[4,3-b]pyridin-11-ol (8.8 g, 0.0334 mol) in CH2Cl2 (75 mL) at 3°-8° C. Stir the mixture at room temperature for 3 hours, and pour it into 150 mL of 2.5M NaOH containing ice. Filter, separate the aqueous layer and extract it with CH2Cl2 (2×50 mL). Combine the organic extracts, and wash with water (3×50 mL) and brine (1×75 mL). Dry the mixture over MgSO4, filter, and concentrate in va... Starting materials: O.NN (Hydrazine monohydrate), C(C)OC(=O)C1C(C2=C(OC=C2)CC1)=O (5-ethoxycarbonyl-4-oxo-4,5,6,7-tetrahydrobenzo[b]furan). Solvent: C(C)O (ethanol). Conditions: time 14 hour. The product is OC1=NNC=2C3=C(CCC12)OC=C3 (4,5-dihydro-3-hydroxy-1H-furo[2,3-g]indazole). Reaction SMILES: O.[NH2:2][NH2:3].C([O:6][C:7]([CH:9]1[CH2:17][CH2:16][C:12]2[O:13][CH:14]=[CH:15][C:11]=2[C:10]1=O)=O)C>C(O)C>[OH:6][C:7]1[C:9]2[CH2:17][CH2:16][C:12]3[O:13][CH:14]=[CH:15][C:11]=3[C:10]=2[NH:3][N:2]=1 |f:0.1|. Procedure: Hydrazine monohydrate was added to an ethanol (50 ml) solution of 3.00 g 5-ethoxycarbonyl-4-oxo-4,5,6,7-tetrahydrobenzo[b]furan, and the mixture was stirred at room temperature for 14 hours. The solvent was evaporated under a reduced pressure, and the residue was washed with hexane/ethyl acetate and dried under a reduced pressure to give 4,5-dihydro-3-hydroxy-1H-furo[2,3-g]indazole. Diazomethane (2 eq.) was added to a mixed solution of 1,4-dioxane (10 ml) and methanol (20 ml) containing 1.50 g o...